Dataset: the Open Reaction Database (ORD), a public repository of structured organic reaction records. Task: describe an organic reaction: reactants, conditions, products, and yield Reactants: C(C)C1C(CC(C(C(OC(C2CCCCN2C(C(C2(C(CC(C(C(CC(CC(=C1)C)C)OC)O2)OC)C)O)=O)=O)=O)C(=CC2CC(C(CC2)OC2=CC1=CC=C(C=C1C=C2)O[Si](C)(C)C(C)(C)C)OC)C)C)O)=O (17-ethyl-1,14-dihydroxy-12-[2'-(4"-(6'"-tert-butyldimethylsilyloxynaphth-2-yloxy)-3"-methoxycyclohexyl)-1'-methylvinyl]-23,25-dimethoxy-13,19,21,27-tetramethyl-11,28-dioxa-4-azatricyclo[22.3.1.04,9 ]octacos-18-ene-2,3,10,16-tetraone), C1(=CC=C(C=C1)S(=O)(=O)O)C (p-toluenesulfonic acid). Run in C(Cl)Cl (CH2Cl2), CO (methanol). Conditions: time 4 hour. Yields the product C(C)C1C(CC(C(C(OC(C2CCCCN2C(C(C2(C(CC(C(C(CC(CC(=C1)C)C)OC)O2)OC)C)O)=O)=O)=O)C(=CC2CC(C(CC2)OC2=CC=CC1=CC=C(C=C21)O)OC)C)C)O)=O (17-ethyl-1,14-dihydroxy-12-[2'-(4"-(6'"-hydroxynaphth-4-yloxy)-3"-methoxycyclohexyl)-1'-methylvinyl]-23,25-dimethoxy-13,19,21,27-tetramethyl-11,28-dioxa-4-azatricyclo[22.3.1.04,9 ]octacos-18-ene-2,3,10,16-tetraone). Yield: 67.6%. As a reaction SMILES: [CH2:1]([CH:3]1[CH:29]=[C:28]([CH3:30])[CH2:27][CH:26]([CH3:31])[CH2:25][CH:24]([O:32][CH3:33])[CH:23]2[O:34][C:19]([OH:38])([CH:20]([CH3:37])[CH2:21][CH:22]2[O:35][CH3:36])[C:18](=[O:39])[C:17](=[O:40])[N:16]2[CH:11]([CH2:12][CH2:13][CH2:14][CH2:15]2)[C:10](=[O:41])[O:9][CH:8]([C:42]([CH3:71])=[CH:43][CH:44]2[CH2:49][CH2:48][CH:47]([O:50][C:51]3[CH:60]=[CH:59][C:58]4[C:53](=[CH:54][CH:55]=[C:56]([O:61][Si](C(C)(C)C)(C)C)[CH:57]=4)[CH:52]=3)[CH:46]([O:69][CH3:70])[CH2:45]2)[CH:7]([CH3:72])[CH:6]([OH:73])[CH2:5][C:4]1=[O:74])[CH3:2].C1(C)C=CC(S(O)(=O)=O)=CC=1>C(Cl)Cl.CO>[CH2:1]([CH:3]1[CH:29]=[C:28]([CH3:30])[CH2:27][CH:26]([CH3:31])[CH2:25][CH:24]([O:32][CH3:33])[CH:23]2[O:34][C:19]([OH:38])([CH:20]([CH3:37])[CH2:21][CH:22]2[O:35][CH3:36])[C:18](=[O:39])[C:17](=[O:40])[N:16]2[CH:11]([CH2:12][CH2:13][CH2:14][CH2:15]2)[C:10](=[O:41])[O:9][CH:8]([C:42]([CH3:71])=[CH:43][CH:44]2[CH2:49][CH2:48][CH:47]([O:50][C:51]3[C:52]4[C:53](=[CH:54][CH:55]=[C:56]([OH:61])[CH:57]=4)[CH:58]=[CH:59][CH:60]=3)[CH:46]([O:69][CH3:70])[CH2:45]2)[CH:7]([CH3:72])[CH:6]([OH:73])[CH2:5][C:4]1=[O:74])[CH3:2]. Procedure: To a stirred solution of 17-ethyl-1,14-dihydroxy-12-[2'-(4"-(6'"-tert-butyldimethylsilyloxynaphth-2-yloxy)-3"-methoxycyclohexyl)-1'-methylvinyl]-23,25-dimethoxy-13,19,21,27-tetramethyl-11,28-dioxa-4-azatricyclo[22.3.1.04,9 ]octacos-18-ene-2,3,10,16-tetraone (73 mg, 0.07 mmol) in CH2Cl2 (2 mL) was added a solution of p-toluenesulfonic acid in methanol (2 mL, 10% solution). The flask was capped and the mixture stirred 4 hours. The reaction was quenched with saturated aqueous NaHCO3 and extracted 4... The reactants are NC1=NC(=CC(=N1)N1C[C@H](OC[C@H]1C)CNS(=O)(=O)C)C1=CC(=C(C=C1)C#N)F (N-({(2S,5R)-4-[2-amino-6-(4-cyano-3-fluorophenyl)-4-pyrimidinyl]-5-methyl-2-morpholinyl}methyl)methanesulfonamide), O.NN (hydrazine monohydrate). Solvent: O1CCOCC1 (1,4-dioxane). Conditions: temperature 100 celsius, time 17 hour. Yields the product NC1=NC(=CC(=N1)N1C[C@H](OC[C@H]1C)CNS(=O)(=O)C)C1=CC=C2C(=NNC2=C1)N (N-({(2S,5R)-4-[2-Amino-6-(3-amino-1H-indazol-6-yl)-4-pyrimidinyl]-5-methyl-2-morpholinyl}methyl)methanesulfonamide). The yield is 26.8%. As a reaction SMILES: [NH2:1][C:2]1[N:7]=[C:6]([N:8]2[C@H:13]([CH3:14])[CH2:12][O:11][C@H:10]([CH2:15][NH:16][S:17]([CH3:20])(=[O:19])=[O:18])[CH2:9]2)[CH:5]=[C:4]([C:21]2[CH:26]=[CH:25][C:24]([C:27]#[N:28])=[C:23](F)[CH:22]=2)[N:3]=1.O.[NH2:31][NH2:32]>O1CCOCC1>[NH2:1][C:2]1[N:7]=[C:6]([N:8]2[C@H:13]([CH3:14])[CH2:12][O:11][C@H:10]([CH2:15][NH:16][S:17]([CH3:20])(=[O:19])=[O:18])[CH2:9]2)[CH:5]=[C:4]([C:21]2[CH:22]=[C:23]3[C:24]([C:27]([NH2:28])=[N:31][NH:32]3)=[CH:25][CH:26]=2)[N:3]=1 |f:1.2|. Procedure: A mixture of crude N-({(2S,5R)-4-[2-amino-6-(4-cyano-3-fluorophenyl)-4-pyrimidinyl]-5-methyl-2-morpholinyl}methyl)methanesulfonamide (0.25 mmol theoretical) and hydrazine monohydrate (0.24 mL, 4.95 mmol) in 1,4-dioxane (3 mL) was stirred at 100° C. in a sealed tube for 17 hours. The mixture was concentrated in vacuo and the residue was purified on a Gilson reverse phase HPLC (CH3CN/water with 0.1% TFA). The product fractions were concentrated in vacuo, taken up in EtOAc (25 mL), washed with satu... Reaction SMILES: [C:1]([O:9]CC)(=O)[CH2:2][C:3]([O:5]CC)=O.[C:12]([C:14]1[CH:19]=[CH:18][C:17]([NH:20][C:21]([NH2:23])=[NH:22])=[CH:16][CH:15]=1)#[N:13].[Na]>C(O)C>[OH:9][C:1]1[CH:2]=[C:3]([OH:5])[N:23]=[C:21]([NH:20][C:17]2[CH:18]=[CH:19][C:14]([C:12]#[N:13])=[CH:15][CH:16]=2)[N:22]=1 |^1:23|. Yields the product OC1=NC(=NC(=C1)O)NC1=CC=C(C#N)C=C1 (4-(4,6-dihydroxypyrimidine-2-yl-amino)benzonitrile). Conditions: time 30 minute. Reactants: C(CC(=O)OCC)(=O)OCC (Diethyl malonate), C(#N)C1=CC=C(C=C1)NC(=N)N (1-(4-cyanophenyl)guanidine), [Na] (sodium). Procedure details: Diethyl malonate (30 gm) was added to 1-(4-cyanophenyl)guanidine (30 gm) at room temperature. A solution of sodium (17.2 gm) in ethanol (450 ml) was added to the above reaction mass. The contents were heated to reflux and maintained for 12 hours. Distilled off the solvent completely under vacuum and then added water (500 ml). The reaction mass was stirred for 30 minutes and filtered. The solid obtained was dried to obtain 40 gm of 4-(4,6-dihydroxypyrimidine-2-yl-amino)benzonitrile. Isolated yield 93.6%. Solvent: C(C)O (ethanol). The reactants are C (charcoal), CC1=CC=C(C(=O)Cl)C=C1 (4-methylbenzoyl chloride), C1CN2C[C@@H]([C@H]([C@@H]([C@H]2[C@H]1O)O)O)O (castanospermine). Run in O (water), N1=CC=CC=C1 (pyridine), CO (methanol). The product is CC1=CC=C(C(=O)OC2CN3CCC(C3C(C2O)O)O)C=C1 (octahydro-1,6,7,8-indolizine-tetrol 6-(4-methylbenzoate)). The yield is 12.0%. RXN SMILES: [CH2:1]1[C@H:9]([OH:10])[C@H:8]2[N:3]([CH2:4][C@H:5]([OH:13])[C@@H:6]([OH:12])[C@@H:7]2[OH:11])[CH2:2]1.[CH3:14][C:15]1[CH:23]=[CH:22][C:18]([C:19](Cl)=[O:20])=[CH:17][CH:16]=1.C>N1C=CC=CC=1.O.CO>[CH3:14][C:15]1[CH:23]=[CH:22][C:18]([C:19]([O:13][CH:5]2[CH:6]([OH:12])[CH:7]([OH:11])[CH:8]3[N:3]([CH2:2][CH2:1][CH:9]3[OH:10])[CH2:4]2)=[O:20])=[CH:17][CH:16]=1. Procedure details: To a suspension of 3 g of castanospermine in 30 ml of pyridine at 0° C. was added dropwise a solution of 3 g of 4-methylbenzoyl chloride. After the addition, the mixture was allowed to warm to room temperature and then heated at 55° C. for 24 hours. The reaction mixture was diluted with 10 ml of water and evaporated to dryness in vacuo. The resulting residue was stirred in 150 ml of a 1:2 mixture of water:methylene chloride. The insoluble material was separated by filtration to provide an amorph... Reactants: C(COCCOCCOCCO)O (tetraethylene glycol), C1(=CC=C(C=C1)S(=O)(=O)Cl)C (p-toluenesulfonyl chloride), Cl (hydrochloric acid), O (water). The solvent is N1=CC=CC=C1 (pyridine). RXN SMILES: [CH2:1]([OH:13])[CH2:2][O:3][CH2:4][CH2:5][O:6][CH2:7][CH2:8][O:9][CH2:10][CH2:11][OH:12].[C:14]1([CH3:24])[CH:19]=[CH:18][C:17]([S:20](Cl)(=[O:22])=[O:21])=[CH:16][CH:15]=1.[OH2:25].Cl>N1C=CC=CC=1>[S:20]([O:12][CH2:11][CH2:10][O:9][CH2:8][CH2:7][O:6][CH2:5][CH2:4][O:3][CH2:2][CH2:1][O:13][S:20]([C:17]1[CH:18]=[CH:19][C:14]([CH3:24])=[CH:15][CH:16]=1)(=[O:21])=[O:25])([C:17]1[CH:18]=[CH:19][C:14]([CH3:24])=[CH:15][CH:16]=1)(=[O:22])=[O:21]. Reported procedure: To a solution of 1.64 g (8.44 mmol) of tetraethylene glycol in dry pyridine (30 ml) was added 3.55 g (18.6 mmol) of p-toluenesulfonyl chloride in an atmosphere of argon, and the mixture was allowed to react at room temperature for 15 hours. To the solution was added water followed by addition of conc. hydrochloric acid to adjust the pH to 4, and the resulting mixture was extracted with ethyl acetate. The organic layer was washed with water and then concentrated under reduced pressure. The residu... The product is S(=O)(=O)(C1=CC=C(C)C=C1)OCCOCCOCCOCCOS(=O)(=O)C1=CC=C(C)C=C1 (O,O'-ditosyl-3,6,9-trioxaundecane-1,11-diol). The reactants are FC1=C(C=C(C=C1)F)C(C=1SC=CN1)O (2-[(2,5-difluorophenyl)-hydroxymethyl]thiazole), CN(C=O)C (dimethylformamide), ClC1=CC=C(C=C1)S (4-chlorobenzenethiol), C([O-])([O-])=O.[K+].[K+] (potassium carbonate). The product is ClC1=CC=C(C=C1)SC(C=1SC=CN1)C1=C(C=CC(=C1)F)F (2-[[(4-Chlorophenyl)thio]-(2,5-difluorophenyl)methyl]thiazole). Procedure details: The 2-[(2,5-difluorophenyl)-hydroxymethyl]thiazole (348 mg, 1.53 mmol) obtained in Referential Example 15 was dissolved in thionyl chloride (1.5 ml). To the resulting solution was added a drop of dimethylformamide. The resulting mixture was stirred at room temperature for 14 hours. The reaction mixture was concentrated under reduced pressure. Dioxane was added to the residue, followed by further concentration under reduced pressure. The residue was dissolved in dimethylformamide (10.0 ml). To th... As a reaction SMILES: [F:1][C:2]1[CH:7]=[CH:6][C:5]([F:8])=[CH:4][C:3]=1[CH:9](O)[C:10]1[S:11][CH:12]=[CH:13][N:14]=1.CN(C)C=O.[Cl:21][C:22]1[CH:27]=[CH:26][C:25]([SH:28])=[CH:24][CH:23]=1.C(=O)([O-])[O-].[K+].[K+]>S(Cl)(Cl)=O.C(OCC)(=O)C>[Cl:21][C:22]1[CH:27]=[CH:26][C:25]([S:28][CH:9]([C:3]2[CH:4]=[C:5]([F:8])[CH:6]=[CH:7][C:2]=2[F:1])[C:10]2[S:11][CH:12]=[CH:13][N:14]=2)=[CH:24][CH:23]=1 |f:3.4.5|. Conditions: time 14 hour. Run in S(=O)(Cl)Cl (thionyl chloride), C(C)(=O)OCC (ethyl acetate). Isolated yield 24.0%.